This data is from the Open Reaction Database (ORD), a public repository of structured organic reaction records. The task is: describe an organic reaction: reactants, conditions, products, and yield Starting materials: NCC=1C=C(C=CC1)N1C(C(=C(C=C1C)OCC1=C(C=C(C=C1)F)F)Br)=O (1-[3-(aminomethyl)phenyl]-3-bromo-4-[(2,4-difluorobenzyl)oxy]-6-methylpyridin-2(1H)-one), ClC(=O)OC1=CC=C(C=C1)[N+](=O)[O-] (4-nitrophenyl chloroformate), ClC(=O)OC1=CC=C(C=C1)[N+](=O)[O-] (4-nitrophenyl chloroformate), N1=CC=CC=C1 (Pyridine). Solvent: ClCCl (dichloromethane), ClCCl (dichloromethane), ClCCl (dichloromethane). Conditions: time 10 minute. Yields the product BrC=1C(N(C(=CC1OCC1=C(C=C(C=C1)F)F)C)C=1C=C(CNC(OC2=CC=C(C=C2)[N+](=O)[O-])=O)C=CC1)=O (4-nitrophenyl 3-[3-bromo-4-[(2,4-difluorobenzyl)oxy]-6-methyl-2-oxopyridin-1(2H)-yl]benzylcarbamate). Yield: 57.0%. As a reaction SMILES: [NH2:1][CH2:2][C:3]1[CH:4]=[C:5]([N:9]2[C:14]([CH3:15])=[CH:13][C:12]([O:16][CH2:17][C:18]3[CH:23]=[CH:22][C:21]([F:24])=[CH:20][C:19]=3[F:25])=[C:11]([Br:26])[C:10]2=[O:27])[CH:6]=[CH:7][CH:8]=1.N1C=CC=CC=1.Cl[C:35]([O:37][C:38]1[CH:43]=[CH:42][C:41]([N+:44]([O-:46])=[O:45])=[CH:40][CH:39]=1)=[O:36]>ClCCl>[Br:26][C:11]1[C:10](=[O:27])[N:9]([C:5]2[CH:4]=[C:3]([CH:8]=[CH:7][CH:6]=2)[CH2:2][NH:1][C:35](=[O:36])[O:37][C:38]2[CH:39]=[CH:40][C:41]([N+:44]([O-:46])=[O:45])=[CH:42][CH:43]=2)[C:14]([CH3:15])=[CH:13][C:12]=1[O:16][CH2:17][C:18]1[CH:23]=[CH:22][C:21]([F:24])=[CH:20][C:19]=1[F:25]. Procedure details: 1-[3-(aminomethyl)phenyl]-3-bromo-4-[(2,4-difluorobenzyl)oxy]-6-methylpyridin-2(1H)-one (1.08 g, 2.48 mmol) was suspended in dichloromethane (7.5 mL). Pyridine was added (0.222 mL, 2.74 mmol). After stirring for 10 minutes at room temperature, a stock solution of 4-nitrophenyl chloroformate (5.0 mL, 0.50 M) in dichloromethane was added dropwise. After stirring for 4.5 hours at room temperature, a stock solution of 4-nitrophenyl chloroformate (2.5 mL, 0.50 M) in dichloromethane was again added dr... Starting materials: CO, [Na+], COC1CCN2C(=O)OCc3cccc1c32, [OH-]. Yields the product COC1CCNc2c(CO)cccc21. RXN SMILES: [CH3:19][OH:20].[Na+:18].[O:1]=[C:2]1[N:3]2[c:4]3[c:5]([cH:8][cH:9][cH:10][c:11]3[CH:12]([O:15][CH3:16])[CH2:13][CH2:14]2)[CH2:6][O:7]1.[OH-:17]>>[NH:3]1[c:4]2[c:5]([CH2:6][OH:7])[cH:8][cH:9][cH:10][c:11]2[CH:12]([O:15][CH3:16])[CH2:13][CH2:14]1. Starting materials: C(C)(C)(C)OC(NC1=C(C=C(C(=C1)OC1=NC=C(C=C1)[N+](=O)[O-])F)F)=O (tert-butyl{2,4-difluoro-5-[(5-nitropyridin-2-yl)oxy]phenyl}carbamate), O1CCCC1 (tetrahydrofuran). Reagents/catalysts: [C].[Pd] (palladium-carbon). The solvent is CO (methanol). Reaction conditions: time 8 hour. Yields the product C(C)(C)(C)OC(NC1=C(C=C(C(=C1)OC1=NC=C(C=C1)N)F)F)=O (tert-butyl{5-[(5-aminopyridin-2-yl)oxy]-2,4-difluorophenyl}carbamate). Isolated yield 93.8%. Reaction SMILES: [C:1]([O:5][C:6](=[O:26])[NH:7][C:8]1[CH:13]=[C:12]([O:14][C:15]2[CH:20]=[CH:19][C:18]([N+:21]([O-])=O)=[CH:17][N:16]=2)[C:11]([F:24])=[CH:10][C:9]=1[F:25])([CH3:4])([CH3:3])[CH3:2].O1CCCC1>CO.[C].[Pd]>[C:1]([O:5][C:6](=[O:26])[NH:7][C:8]1[CH:13]=[C:12]([O:14][C:15]2[CH:20]=[CH:19][C:18]([NH2:21])=[CH:17][N:16]=2)[C:11]([F:24])=[CH:10][C:9]=1[F:25])([CH3:4])([CH3:2])[CH3:3] |f:3.4|. Reported procedure: A suspension of tert-butyl{2,4-difluoro-5-[(5-nitropyridin-2-yl)oxy]phenyl}carbamate (10.10 g, 27.5 mmol) and 10% palladium-carbon (5.0 g) in methanol (50 mL)-tetrahydrofuran (50 mL) was vigorously stirred at room temperature under a hydrogen atmosphere overnight. The insoluble material was filtered through celite, and the filtrate was concentrated under reduced pressure. The residue was poured into water (200 mL), and the mixture was extracted with ethyl acetate (100 mL×2). The ethyl acetate la...